This data is from the Open Reaction Database (ORD), a public repository of structured organic reaction records. The task is: describe an organic reaction: reactants, conditions, products, and yield Reactants: C(C)(C)(C)OC(=O)N1CCN(CC1)C1=C(C(=C(C=C1)C#N)F)F (4-(4-Cyano-2,3-difluoro-phenyl)-piperazine-1-carboxylic acid tert-butyl ester), FC(C(=O)O)(F)F (trifluoroacetic acid). Run in ClCCl (dichloromethane). Run at time 30 minute. The product is FC1=C(C#N)C=CC(=C1F)N1CCNCC1.FC(C(=O)O)(F)F (2,3-Difluoro-4-piperazin-1-yl-benzonitrile trifluoro-acetic acid). Reaction SMILES: C(OC([N:8]1[CH2:13][CH2:12][N:11]([C:14]2[CH:19]=[CH:18][C:17]([C:20]#[N:21])=[C:16]([F:22])[C:15]=2[F:23])[CH2:10][CH2:9]1)=O)(C)(C)C.[F:24][C:25]([F:30])([F:29])[C:26]([OH:28])=[O:27]>ClCCl>[F:22][C:16]1[C:15]([F:23])=[C:14]([N:11]2[CH2:12][CH2:13][NH:8][CH2:9][CH2:10]2)[CH:19]=[CH:18][C:17]=1[C:20]#[N:21].[F:24][C:25]([F:30])([F:29])[C:26]([OH:28])=[O:27] |f:3.4|. Reported procedure: To a solution of 4-(4-Cyano-2,3-difluoro-phenyl)-piperazine-1-carboxylic acid tert-butyl ester (0.72 g) in dichloromethane (5 mL) was added trifluoroacetic acid and the reaction mixture was stirred at room temperature for 30 minutes. After such time the reaction mixture was concentrated in vacuo to yield the title compound (0.63 g). MS (m/e): 224.3 (M+H+, 100%).